This data is from the Open Reaction Database (ORD), a public repository of structured organic reaction records. The task is: describe an organic reaction: reactants, conditions, products, and yield Reactants: ClS(=O)(=O)O (chlorosulfonic acid), C(C1=CC=CC=C1)N1C(N(CC1)C1=CC=C(C=C1)S(=O)(=O)NC1=C(C=CC=C1)C(=O)C1=NC=C(C=C1)F)=O (4-(3-Benzyl-2-oxoimidazolidin-1-yl)-N-{2-[(5-fluoropyridin-2-yl)carbonyl]phenyl}benzenesulfonamide), ice water. Run in C(Cl)(Cl)(Cl)Cl (carbon tetrachloride). Reaction conditions: time 2 hour. The product is O=C1N(CCN1)C1=CC=C(C=C1)S(=O)(=O)Cl (4-(2-oxoimidazolidin-1-yl)benzenesulfonyl chloride). RXN SMILES: [Cl:1][S:2]([OH:5])(=O)=[O:3].C([N:13]1[CH2:17][CH2:16][N:15]([C:18]2[CH:23]=[CH:22][C:21](S(NC3C=CC=CC=3C(C3C=CC(F)=CN=3)=O)(=O)=O)=[CH:20][CH:19]=2)[C:14]1=[O:43])C1C=CC=CC=1>C(Cl)(Cl)(Cl)Cl>[O:43]=[C:14]1[NH:13][CH2:17][CH2:16][N:15]1[C:18]1[CH:23]=[CH:22][C:21]([S:2]([Cl:1])(=[O:5])=[O:3])=[CH:20][CH:19]=1. Reported procedure: To 1.5 mL (23.1 mmol) of chlorosulfonic acid in 3 mL of carbon tetrachloride at 0° C. was added slowly 500 mg (3.1 mmol) of the compound of Step 1. The reaction was almost completed after 2 h at 0° C. The reaction mixture was poured into ice water slowly, then filtered to collect the solids formed. The aqueous layer was extracted with chloroform (3×100 ml), and the combined organic layers were dried over sodium sulfate, filtered, concentrated in vacuo. The filtered solid and the crude material f... Starting materials: Cl.C1NCCC12CCN(CC2)C(=O)OC(C)(C)C (tert-butyl 2,8-diazaspiro[4.5]decane-8-carboxylate hydrochloride), TEA, C(=O)(C(F)(F)F)O (TFA), CC(=O)OC(=O)C (Ac2O). Solvent: C(Cl)Cl (DCM). Conditions: time 2 hour. Yields the product C1N(CCC12CCNCC2)C(C)=O (1-(2,8-diazaspiro[4.5]decan-2-yl)ethanone). Isolated yield 62.6%. RXN SMILES: Cl.[CH2:2]1[C:6]2([CH2:11][CH2:10][N:9](C(OC(C)(C)C)=O)[CH2:8][CH2:7]2)[CH2:5][CH2:4][NH:3]1.[CH3:19][C:20](OC(C)=O)=[O:21].C(O)(C(F)(F)F)=O>C(Cl)Cl>[CH2:2]1[C:6]2([CH2:7][CH2:8][NH:9][CH2:10][CH2:11]2)[CH2:5][CH2:4][N:3]1[C:20](=[O:21])[CH3:19] |f:0.1|. Procedure details: A stirred solution of tert-butyl 2,8-diazaspiro[4.5]decane-8-carboxylate hydrochloride (400 mg, 1.445 mmol) in DCM (5 mL) was treated with TEA (0.604 mL, 4.34 mmol), followed by Ac2O (0.164 mL, 1.734 mmol), stirred at room temperature for 2 h. To this reaction mixture was added TFA (2.115 mL, 27.5 mmol) and stirred at room temperature for h. Concentrated under reduced pressure to obtain crude material which purified by SCX cartridge, loading with MeOH, washed with additional MeOH. Product was re... Starting materials: NC1=CC2=C(C(CC(C(N2)=O)N2CCOCC2)(C)C)C=C1 (8-Amino-5,5-dimethyl-3-morpholin-4-yl-1,3,4,5-tetrahydro-1-benzazepin-2-one), ClC1=NC=C(C(=N1)NC1=C(C(=O)NC)C=CC=C1F)Cl (2-(2,5-Dichloro-pyrimidin-4-ylamino)-3-fluoro-N-methyl-benzamide). Product: ClC=1C(=NC(=NC1)NC1=CC2=C(C(CC(C(N2)=O)N2CCOCC2)(C)C)C=C1)NC1=C(C(=O)NC)C=CC=C1F (2-[5-Chloro-2-(5,5-dimethyl-3-morpholin-4-yl-2-oxo-2,3,4,5-tetrahydro-1H-1-benzazepin-8-ylamino)-pyrimidin-4-ylamino]-3-fluoro-N-methyl-benzamide), Title compound. Reaction SMILES: [NH2:1][C:2]1[CH:21]=[CH:20][C:5]2[C:6]([CH3:19])([CH3:18])[CH2:7][CH:8]([N:12]3[CH2:17][CH2:16][O:15][CH2:14][CH2:13]3)[C:9](=[O:11])[NH:10][C:4]=2[CH:3]=1.Cl[C:23]1[N:28]=[C:27]([NH:29][C:30]2[C:39]([F:40])=[CH:38][CH:37]=[CH:36][C:31]=2[C:32]([NH:34][CH3:35])=[O:33])[C:26]([Cl:41])=[CH:25][N:24]=1>>[Cl:41][C:26]1[C:27]([NH:29][C:30]2[C:39]([F:40])=[CH:38][CH:37]=[CH:36][C:31]=2[C:32]([NH:34][CH3:35])=[O:33])=[N:28][C:23]([NH:1][C:2]2[CH:21]=[CH:20][C:5]3[C:6]([CH3:18])([CH3:19])[CH2:7][CH:8]([N:12]4[CH2:13][CH2:14][O:15][CH2:16][CH2:17]4)[C:9](=[O:11])[NH:10][C:4]=3[CH:3]=2)=[N:24][CH:25]=1. Procedure details: 2-[5-Chloro-2-(5,5-dimethyl-3-morpholin-4-yl-2-oxo-2,3,4,5-tetrahydro-1H-1-benzazepin-8-ylamino)-pyrimidin-4-ylamino]-3-fluoro-N-methyl-benzamide was prepared from 8-Amino-5,5-dimethyl-3-morpholin-4-yl-1,3,4,5-tetrahydro-1-benzazepin-2-one and 2-(2,5-Dichloro-pyrimidin-4-ylamino)-3-fluoro-N-methyl-benzamide in an analogous manner to Example 1221d. Title compound was isolated as a yellow (5 mg, 10%), HPLC purity=99%, LCMS 570 (M+H), 1H-NMR (DMSO-d6, 400 MHz) δ 9.32 (s, 1H), 9.06 (bs, 1H), 8.53 (b... The reactants are C(#N)[BH3-].[Na+] (sodium cyanoborohydride), C=O (formalin), FC(CN1N=C2C(=CC(=CC2=C1)C)C(C)OCC1(CCN(CC1)C(=O)OC(C)(C)C)C1=CC=C(C=C1)F)F ((±)-tert-Butyl 4-((1-(2-(2,2-difluoroethyl)-5-methyl-2H-indazol-7-yl)ethoxy)methyl)-4-(4-fluorophenyl)piperidine-1-carboxylate). Reagents/catalysts: C(C)(=O)O (acetic acid). The solvent is FC(C(=O)O)(F)F (trifluoroacetic acid). Run at time 1 hour. Yields the product FC(CN1N=C2C(=CC(=CC2=C1)C)C(C)OCC1(CCN(CC1)C)C1=CC=C(C=C1)F)F ((±)-2-(2,2-Difluoroethyl)-7-(1-((4-(4-fluorophenyl)-1-methylpiperidin-4-yl)methoxy)ethyl)-5-methyl-2H-indazole). Reaction SMILES: [F:1][CH:2]([F:38])[CH2:3][N:4]1[CH:12]=[C:11]2[C:6]([C:7]([CH:14]([O:16][CH2:17][C:18]3([C:31]4[CH:36]=[CH:35][C:34]([F:37])=[CH:33][CH:32]=4)[CH2:23][CH2:22][N:21]([C:24](OC(C)(C)C)=O)[CH2:20][CH2:19]3)[CH3:15])=[CH:8][C:9]([CH3:13])=[CH:10]2)=[N:5]1.C([BH3-])#N.[Na+].C=O>FC(F)(F)C(O)=O.C(O)(=O)C>[F:38][CH:2]([F:1])[CH2:3][N:4]1[CH:12]=[C:11]2[C:6]([C:7]([CH:14]([O:16][CH2:17][C:18]3([C:31]4[CH:32]=[CH:33][C:34]([F:37])=[CH:35][CH:36]=4)[CH2:19][CH2:20][N:21]([CH3:24])[CH2:22][CH2:23]3)[CH3:15])=[CH:8][C:9]([CH3:13])=[CH:10]2)=[N:5]1 |f:1.2|. Procedure details: (±)-tert-Butyl 4-((1-(2-(2,2-difluoroethyl)-5-methyl-2H-indazol-7-yl)ethoxy)methyl)-4-(4-fluorophenyl)piperidine-1-carboxylate (10 mg, 0.02 mmol) was dissolved in trifluoroacetic acid (50% in dichloromethane, 1 mL) and stirred at room temperature for 1 h. The reaction was concentrated, loaded onto a strong cation exchange cartridge in methanol, and flushed with several volumes of methanol which were discarded. The crude secondary amine was eluted in 2 M ammonia in methanol and concentrated. The ... The reactants are O1CCOCC1 (1,4-dioxane), ClC1=NC(=NC(=N1)NC)N1CCC(CC1)C(=O)NCC1=C(C=CC=C1)C(F)(F)F (1-[4-chloro-6-(methylamino)-1,3,5-triazin-2-yl]-N-{[2-(trifluoromethyl)phenyl]methyl}-4-piperidinecarboxamide), ClC1=NC(=NC(=N1)NC)N1CCC(CC1)C(=O)NCC1=C(C=CC=C1)C(F)(F)F (1-[4-chloro-6-(methylamino)-1,3,5-triazin-2-yl]-N-{[2-(trifluoromethyl)phenyl]methyl}-4-piperidinecarboxamide), CC1=C(C=CC=C1)B(O)O ((2-methylphenyl)boronic acid), C(=O)([O-])[O-].[Na+].[Na+] (Na2CO3). The reagents and catalysts are C=1C=CC(=CC1)[P](C=2C=CC=CC2)(C=3C=CC=CC3)[Pd]([P](C=4C=CC=CC4)(C=5C=CC=CC5)C=6C=CC=CC6)([P](C=7C=CC=CC7)(C=8C=CC=CC8)C=9C=CC=CC9)[P](C=1C=CC=CC1)(C=1C=CC=CC1)C=1C=CC=CC1 (Pd(PPh3)4). Run in O (H2O), CC#N (CH3CN), C(C)(=O)OCC (ethyl acetate). Reaction conditions: temperature 150 celsius. The product is CNC1=NC(=NC(=N1)C1=CC=C(C=C1)OC)N1CCC(CC1)C(=O)NCC1=C(C=CC=C1)C(F)(F)F (1-{4-(Methylamino)-6-[4-(methoxy)phenyl]-1,3,5-triazin-2-yl}-N-{[2-(trifluoromethyl)phenyl]methyl}-4-piperidinecarboxamide). Reaction SMILES: O1[CH2:6][CH2:5][O:4][CH2:3]C1.Cl[C:8]1[N:13]=[C:12]([NH:14][CH3:15])[N:11]=[C:10]([N:16]2[CH2:21][CH2:20][CH:19]([C:22]([NH:24][CH2:25][C:26]3[CH:31]=[CH:30][CH:29]=[CH:28][C:27]=3[C:32]([F:35])([F:34])[F:33])=[O:23])[CH2:18][CH2:17]2)[N:9]=1.[CH3:36][C:37]1C=CC=[CH:39][C:38]=1B(O)O.C([O-])([O-])=O.[Na+].[Na+]>C(OCC)(=O)C.C1C=CC([P]([Pd]([P](C2C=CC=CC=2)(C2C=CC=CC=2)C2C=CC=CC=2)([P](C2C=CC=CC=2)(C2C=CC=CC=2)C2C=CC=CC=2)[P](C2C=CC=CC=2)(C2C=CC=CC=2)C2C=CC=CC=2)(C2C=CC=CC=2)C2C=CC=CC=2)=CC=1.O.CC#N>[CH3:15][NH:14][C:12]1[N:13]=[C:8]([C:37]2[CH:36]=[CH:6][C:5]([O:4][CH3:3])=[CH:39][CH:38]=2)[N:9]=[C:10]([N:16]2[CH2:17][CH2:18][CH:19]([C:22]([NH:24][CH2:25][C:26]3[CH:31]=[CH:30][CH:29]=[CH:28][C:27]=3[C:32]([F:33])([F:35])[F:34])=[O:23])[CH2:20][CH2:21]2)[N:11]=1 |f:3.4.5,^1:61,63,82,101|. Procedure details: In a microwave vial, to a 1,4-dioxane (3.0 ml) suspension of 1-[4-chloro-6-(methylamino)-1,3,5-triazin-2-yl]-N-{[2-(trifluoromethyl)phenyl]methyl}-4-piperidine carboxamide (Intermediate 7d, 75 mg, 0.17 mmol, 1.0 equiv) was added (2-methylphenyl)boronic acid (29 mg, 0.21 mmol, 1.2 equiv), Na2CO3 (37 mg, 0.35 mmol, 2.0 equiv) in 3:1 CH3CN:H2O, and lastly Pd(PPh3)4 (10 mg, 0.0088 mmol, 0.05 equiv). The reaction mixture was heated at 150° C. for 25 minutes. The resulting suspension was diluted with ...